This data is from the Open Reaction Database (ORD), a public repository of structured organic reaction records. The task is: describe an organic reaction: reactants, conditions, products, and yield Starting materials: [H-].[Al+3].[Li+].[H-].[H-].[H-] (lithium aluminum hydride), C1(=CC=CC=C1)C=1C=C(C(=O)O)C=CC1 (3-phenylbenzoic acid). Run in CCOCC (ether). Run at time 8 hour. Product: OCC=1C=C(C=CC1)C1=CC=CC=C1 (3-hydroxymethylbiphenyl). Isolated yield 77.5%. As a reaction SMILES: [H-].[Al+3].[Li+].[H-].[H-].[H-].[C:7]1([C:13]2[CH:14]=[C:15]([CH:19]=[CH:20][CH:21]=2)[C:16](O)=[O:17])[CH:12]=[CH:11][CH:10]=[CH:9][CH:8]=1>CCOCC>[OH:17][CH2:16][C:15]1[CH:14]=[C:13]([C:7]2[CH:12]=[CH:11][CH:10]=[CH:9][CH:8]=2)[CH:21]=[CH:20][CH:19]=1 |f:0.1.2.3.4.5|. Procedure: To a suspension of 100 mg of lithium aluminum hydride in 20 mL of ether was added 500 mg 3-phenylbenzoic acid. The reaction mixture was stirred at room temperature overnight. After any excess lithium aluminum hydride was destroyed with water, the organic layer was washed successively with 25 mL aliquots of dilute hydrochloric acid, dilute sodium hydroxide and brine. The organic phase was dried over anhydrous sodium sulfate and the solvent removed by evaporation under reduced pressure to yield 36... Starting materials: CCOC(C)=O, Cl[Cu], Cl, O=N[O-], CCOC(=O)c1cnn(-c2ccc(OCC(C)(C)C)c(C#N)c2)c1N, [Na+]. The product is CCOC(=O)c1cnn(-c2ccc(OCC(C)(C)C)c(C#N)c2)c1Cl. RXN SMILES: [CH3:33][CH2:34][O:35][C:36](=[O:37])[CH3:38].[Cl:31][Cu:32].[ClH:26].[N:27]([O-:28])=[O:29].[NH2:1][c:2]1[c:3]([C:21](=[O:22])[O:23][CH2:24][CH3:25])[cH:4][n:5][n:6]1-[c:7]1[cH:8][c:9]([C:19]#[N:20])[c:10]([O:13][CH2:14][C:15]([CH3:16])([CH3:17])[CH3:18])[cH:11][cH:12]1.[Na+:30]>>[c:2]1([Cl:26])[c:3]([C:21](=[O:22])[O:23][CH2:24][CH3:25])[cH:4][n:5][n:6]1-[c:7]1[cH:8][c:9]([C:19]#[N:20])[c:10]([O:13][CH2:14][C:15]([CH3:16])([CH3:17])[CH3:18])[cH:11][cH:12]1. Starting materials: ClCCl, O=C(O)C(F)(F)F, CC(C)(O)C#Cc1ccc2c(c1)NC(=O)CC(c1cccc(C#N)c1)=N2. The product is C=C(C)C#Cc1ccc2c(c1)NC(=O)CC(c1cccc(C#N)c1)=N2. RXN SMILES: [Cl:34][CH2:35][Cl:36].[F:27][C:28]([F:29])([F:30])[C:31]([OH:32])=[O:33].[OH:1][C:2]([C:3]#[C:4][c:5]1[cH:6][c:7]2[c:8]([cH:23][cH:24]1)[N:9]=[C:10]([c:15]1[cH:16][c:17]([C:18]#[N:19])[cH:20][cH:21][cH:22]1)[CH2:11][C:12](=[O:14])[NH:13]2)([CH3:25])[CH3:26]>>[C:2]([C:3]#[C:4][c:5]1[cH:6][c:7]2[c:8]([cH:23][cH:24]1)[N:9]=[C:10]([c:15]1[cH:16][c:17]([C:18]#[N:19])[cH:20][cH:21][cH:22]1)[CH2:11][C:12](=[O:14])[NH:13]2)(=[CH2:25])[CH3:26]. Reactants: P(Cl)(Cl)(Cl)(Cl)Cl (phosphorous pentachloride), N1=CC=CC=C1 (Pyridine), C1=CC(=CC=C1[N+](=O)[O-])O (p-nitrophenol), NC1=CC=C(CP(OCC)(OCC)=O)C=C1 (Diethyl p-aminobenzylphosphonate), p-carbobenzyloxy, ClC(=O)OCC1=CC=CC=C1 (benzyl chloroformate). The solvent is C(Cl)(Cl)Cl (chloroform), C([O-])(O)=O.[Na+] (sodium bicarbonate). Product: P(OCC)(OC1=CC=C(C=C1)[N+](=O)[O-])=O (ethyl p-nitrophenyl phosphonate). Reaction SMILES: NC1C=CC(C[P:7](=O)([O:11]CC)[O:8][CH2:9][CH3:10])=CC=1.ClC(OCC1C=CC=CC=1)=O.P(Cl)(Cl)(Cl)(Cl)Cl.N1C=CC=CC=1.[CH:40]1[C:45]([N+:46]([O-:48])=[O:47])=[CH:44][CH:43]=[C:42]([OH:49])[CH:41]=1>C(=O)(O)[O-].[Na+].C(Cl)(Cl)Cl>[PH:7](=[O:11])([O:49][C:42]1[CH:43]=[CH:44][C:45]([N+:46]([O-:48])=[O:47])=[CH:40][CH:41]=1)[O:8][CH2:9][CH3:10] |f:5.6|. Reported procedure: Diethyl p-aminobenzylphosphonate (1) (Aldrich Chemical Co., Milwaukee, WI) was converted to the p-carbobenzyloxy derivative (2) by the addition of 1.2 equivalents benzyl chloroformate in saturated aqueous sodium bicarbonate (NaHCO3) for 20 minutes at 23° C. That derivative was treated with 1.1 equivalents phosphorous pentachloride (PCl5) in chloroform at 50° C. for 2 hours. Pyridine (5 equivalents) and p-nitrophenol (3 equivalents) were added at 23° C. and subsequent workup provided the ethyl p-... Reactants: N1C(CCCC1)=O (2-Piperidinone), [H-].[Na+] (NaH), C(CCC)I (n-butyl iodide). Solvent: CN(C)C=O (DMF). Product: C(CCC)N1C(CCCC1)=O (1-Butyl 2-Piperidinone). Reaction SMILES: [NH:1]1[CH2:6][CH2:5][CH2:4][CH2:3][C:2]1=[O:7].[H-].[Na+].[CH2:10](I)[CH2:11][CH2:12][CH3:13]>CN(C=O)C>[CH2:10]([N:1]1[CH2:6][CH2:5][CH2:4][CH2:3][C:2]1=[O:7])[CH2:11][CH2:12][CH3:13] |f:1.2|. Procedure: 2-Piperidinone is deprotonated with NaH in DMF solution and butylated with n-butyl iodide to give the title compound.